From a dataset of the Open Reaction Database (ORD), a public repository of structured organic reaction records. describe an organic reaction: reactants, conditions, products, and yield Starting materials: C(C)(C)NC(C)C (diisopropylamine), [Li]CCCC (n-BuLi), CN1C2C(CC(C1C)(C(C2)C)C)C(=O)OCC (ethyl 2,3,4,8-tetramethyl-2-azabicyclo[2.2.2]octane-6-carboxylate), ClC(=O)OCC (Ethyl chloroformate). Run in [Cl-].[NH4+] (ammonium chloride), C1CCOC1 (THF), C1CCOC1 (THF), C1CCOC1 (THF). Reaction conditions: temperature 0 celsius, time 1 hour. The product is CN1C2C(CC(C1C)(C(C2)C)C)(C(=O)OCC)C(=O)OCC (diethyl 2,3,4,8-tetramethyl-2-azabicyclo[2.2.2]octane-6,6-dicarboxylate). Yield: 62.6%. RXN SMILES: C(NC(C)C)(C)C.[Li]CCCC.[CH3:13][N:14]1[CH:19]([CH3:20])[C:18]2([CH3:24])[CH:21]([CH3:23])[CH2:22][CH:15]1[CH:16]([C:25]([O:27][CH2:28][CH3:29])=[O:26])[CH2:17]2.Cl[C:31]([O:33][CH2:34][CH3:35])=[O:32]>C1COCC1.[Cl-].[NH4+]>[CH3:13][N:14]1[CH:19]([CH3:20])[C:18]2([CH3:24])[CH:21]([CH3:23])[CH2:22][CH:15]1[C:16]([C:31]([O:33][CH2:34][CH3:35])=[O:32])([C:25]([O:27][CH2:28][CH3:29])=[O:26])[CH2:17]2 |f:5.6|. Procedure: To a solution of diisopropylamine (3.0 mL, 22 mmol) in THF (34 mL) at 0° C. under nitrogen was added n-BuLi (8.8 mL, 22 mmol, 2.5 M in hexane). A solution of ethyl 2,3,4,8-tetramethyl-2-azabicyclo[2.2.2]octane-6-carboxylate (4.8 g, 20 mmol) in THF (46 mL) was added to the mixture and the reaction was stirred at 0° C. for 1 hour. Ethyl chloroformate (2.3 mL, 24 mmol) in THF (3 mL) was then added and the mixture was stirred for 15 minutes. The reaction mixture was diluted with saturated ammonium c... Reactants: CI, CN(C(=O)c1ccc(C(F)(F)F)cn1)C1CCN(C(=O)c2cc3c([nH]2)C(=O)CCC3)CC1c1ccc(Cl)c(Cl)c1, [H-], [Na+], CN(C)C=O, O. Yields the product CN(C(=O)c1ccc(C(F)(F)F)cn1)C1CCN(C(=O)c2cc3c(n2C)C(=O)CCC3)CC1c1ccc(Cl)c(Cl)c1. Reaction SMILES: [CH3:43][I:44].[Cl:1][c:2]1[cH:3][c:4]([CH:9]2[CH2:10][N:11]([C:29](=[O:30])[c:31]3[nH:32][c:33]4[c:38]([cH:39]3)[CH2:37][CH2:36][CH2:35][C:34]4=[O:40])[CH2:12][CH2:13][CH:14]2[N:15]([C:16](=[O:17])[c:18]2[n:19][cH:20][c:21]([C:24]([F:25])([F:26])[F:27])[cH:22][cH:23]2)[CH3:28])[cH:5][cH:6][c:7]1[Cl:8].[H-:41].[Na+:42].[O:46]=[CH:47][N:48]([CH3:49])[CH3:50].[OH2:45]>>[Cl:1][c:2]1[cH:3][c:4]([CH:9]2[CH2:10][N:11]([C:29](=[O:30])[c:31]3[n:32]([CH3:43])[c:33]4[c:38]([cH:39]3)[CH2:37][CH2:36][CH2:35][C:34]4=[O:40])[CH2:12][CH2:13][CH:14]2[N:15]([C:16](=[O:17])[c:18]2[n:19][cH:20][c:21]([C:24]([F:25])([F:26])[F:27])[cH:22][cH:23]2)[CH3:28])[cH:5][cH:6][c:7]1[Cl:8]. Reactants: CC1CCCC2=C(C=CC=C12)C (1,5-dimethyltetralin), [H][H] (hydrogen). Reagents/catalysts: Pt Al2O3. Run in C1(=CC=CC=C1)C (toluene). Product: CC1=CC=CC2=C(C=CC=C12)C (1,5-dimethylnaphthalene). Reaction SMILES: [CH3:1][CH:2]1[C:11]2[C:6](=[C:7]([CH3:12])[CH:8]=[CH:9][CH:10]=2)[CH2:5][CH2:4][CH2:3]1.[H][H]>C1(C)C=CC=CC=1>[CH3:12][C:7]1[C:6]2[C:11](=[C:2]([CH3:1])[CH:3]=[CH:4][CH:5]=2)[CH:10]=[CH:9][CH:8]=1. Procedure: Using a 10% toluene solution of 1,5-dimethyltetralin obtained by the above method (A), dehydrogenation was conducted at 400° C. in a hydrogen atmosphere in the presence of a 0.3% Pt/Al2O3 catalyst for dehydrogenation to obtain 1,5-dimethylnaphthalene. Conversion of 1,5-dimethyltetralin was 100%, and selectivity to 1,5-dimethylnaphthalene was 97%. Starting materials: N=1CCCN2C1SC1=C2C=C(C=C1)N (3,4-dihydro-2H-pyrimido[2,1-b]benzothiazol-7-amine), C(C)OC=C(C(=O)OCC)C(=O)OCC (diethyl 2-(ethoxymethylene)propanedioate). Run at time 30 minute. Product: N=1CCCN2C1SC1=C2C=C(C=C1)NC=C(C(=O)OCC)C(=O)OCC (diethyl 2-[(3,4-dihydro-2H-pyrimido[2,1-b]benzothiazol-7-yl)aminomethylene]propanedioate). The yield is 96.0%. RXN SMILES: [N:1]1[CH2:2][CH2:3][CH2:4][N:5]2[C:9]3[CH:10]=[C:11]([NH2:14])[CH:12]=[CH:13][C:8]=3[S:7][C:6]=12.C(O[CH:18]=[C:19]([C:25]([O:27][CH2:28][CH3:29])=[O:26])[C:20]([O:22][CH2:23][CH3:24])=[O:21])C>>[N:1]1[CH2:2][CH2:3][CH2:4][N:5]2[C:9]3[CH:10]=[C:11]([NH:14][CH:18]=[C:19]([C:20]([O:22][CH2:23][CH3:24])=[O:21])[C:25]([O:27][CH2:28][CH3:29])=[O:26])[CH:12]=[CH:13][C:8]=3[S:7][C:6]=12. Procedure: A mixture of 5.13 parts of 3,4-dihydro-2H-pyrimido[2,1-b]benzothiazol-7-amine and 6.5 parts of diethyl 2-(ethoxymethylene)propanedioate is stirred for 30 minutes at 100°-110° C. The product solidifies on triturating in 1,1'-oxybisethane, yielding 9 parts (96%) of diethyl 2-[(3,4-dihydro-2H-pyrimido[2,1-b]benzothiazol-7-yl)aminomethylene]propanedioate. The reactants are C1(=CC=CC=C1)C (toluene), ClP(C1=CC=CC=C1)C1=CC=CC=C1 (chlorodiphenylphosphine), [Mg] (magnesium), P(O)(O)(O)=O (phosphoric acid). The solvent is CN(C=O)C (N,N-dimethylformamide). Conditions: temperature 100 celsius, time 1 hour. The product is C1(=CC=CC=C1)PC1=CC=CC=C1 (diphenylphosphine). Yield: 80.9%. Reaction SMILES: Cl[P:2]([C:9]1[CH:14]=[CH:13][CH:12]=[CH:11][CH:10]=1)[C:3]1[CH:8]=[CH:7][CH:6]=[CH:5][CH:4]=1.[Mg].P(=O)(O)(O)O.C1(C)C=CC=CC=1>CN(C)C=O>[C:9]1([PH:2][C:3]2[CH:4]=[CH:5][CH:6]=[CH:7][CH:8]=2)[CH:10]=[CH:11][CH:12]=[CH:13][CH:14]=1. Procedure: 1.04 g (4.71 mmol) of chlorodiphenylphosphine was added dropwise under a nitrogen gas atmosphere to a suspension of 229 mg (9.42 mmol) of magnesium (turning) in 10 cm3 of N,N-dimethylformamide and the mixture was stirred at 100° C. for one hour. To the reaction mixture was added dropwise 10 cm3 (10 mmol) of 1 mol·dm-3 phosphoric acid and then 10 cm3 of toluene. The mixture was stirred, the aqueous layer and the toluene layer were separated off, the toluene layer was dried over anhydrous sodium s...